Dataset: the Open Reaction Database (ORD), a public repository of structured organic reaction records. Task: describe an organic reaction: reactants, conditions, products, and yield Starting materials: CCCCCC(=O)O, [Cl-], O=C1Cc2ccccc2N1. The product is CCCCCC(=O)c1ccc2c(c1)CC(=O)N2. RXN SMILES: [C:12]([CH2:13][CH2:14][CH2:15][CH2:16][CH3:17])(=[O:18])[OH:19].[Cl-:11].[NH:1]1[C:2](=[O:10])[CH2:3][c:4]2[cH:5][cH:6][cH:7][cH:8][c:9]21>>[NH:1]1[C:2](=[O:10])[CH2:3][c:4]2[cH:5][c:6]([C:12]([CH2:13][CH2:14][CH2:15][CH2:16][CH3:17])=[O:18])[cH:7][cH:8][c:9]21. Starting materials: Cl.CN(CCCN=C=NCC)C (N-(3-dimethylaminopropyl)-N′-ethylcarbodiimide hydrochloride), C(C)(C)(C)OC(=O)NC(C/C=C/C(=O)O)(C)C ((2E)-5-(tert-butoxycarbonylamino)-5-methylhex-2-enoic acid), ON1N=NC2=C1N=CC=C2 (1-hydroxy-7-azabenzotriazole), C(C1=CC=CC=C1)[C@H](C(=O)N1[C@@H](CCC1)CN(C)C)N(C([C@@H](CC1=CC2=CC=CC=C2C=C1)NC)=O)C ((2R)-N-[(1R)-1-benzyl-2-((2S)-2-((dimethylamino)methyl)pyrrolidin-1-yl)-2-oxoethyl]-N-methyl-2-(methylamino)-3-(2-naphthyl)propionamide). The solvent is C(C)(=O)OCC (ethyl acetate), ClCCl (dichloromethane), ClCCl (dichloromethane), CN(C=O)C (N,N-dimethylformamide), C(C)N(C(C)C)C(C)C (ethyldiisopropylamine). Run at temperature 0 celsius, time 20 minute. Yields the product C(C)(C)(C)OC(NC(C\C=C\C(N(C)[C@H](CC1=CC2=CC=CC=C2C=C1)C(N(C)[C@@H](C(=O)N1[C@@H](CCC1)CN(C)C)CC1=CC=CC=C1)=O)=O)(C)C)=O ({(3E)-4-[N-((1R)-1-{N-[(1R)-1-benzyl-2-((2S)-2-((dimethylamino)methyl)pyrrolidin-1-yl)-2-oxoethyl]-N-methylcarbamoyl}-2-(2-naphthyl)ethyl)-N-methylcarbamoyl]-1,1-dimethylbut-3-enyl}carbamic acid tert-butyl ester). Yield: 98.0%. As a reaction SMILES: Cl.CN(C)CCCN=C=NCC.[C:13]([O:17][C:18]([NH:20][C:21]([CH3:29])([CH3:28])[CH2:22]/[CH:23]=[CH:24]/[C:25]([OH:27])=O)=[O:19])([CH3:16])([CH3:15])[CH3:14].ON1C2N=CC=CC=2N=N1.[CH2:40]([C@@H:47]([N:59]([CH3:76])[C:60](=[O:75])[C@H:61]([NH:73][CH3:74])[CH2:62][C:63]1[CH:72]=[CH:71][C:70]2[C:65](=[CH:66][CH:67]=[CH:68][CH:69]=2)[CH:64]=1)[C:48]([N:50]1[CH2:54][CH2:53][CH2:52][C@H:51]1[CH2:55][N:56]([CH3:58])[CH3:57])=[O:49])[C:41]1[CH:46]=[CH:45][CH:44]=[CH:43][CH:42]=1>ClCCl.CN(C)C=O.C(N(C(C)C)C(C)C)C.C(OCC)(=O)C>[C:13]([O:17][C:18](=[O:19])[NH:20][C:21]([CH3:29])([CH3:28])[CH2:22]/[CH:23]=[CH:24]/[C:25](=[O:27])[N:73]([C@@H:61]([C:60](=[O:75])[N:59]([C@H:47]([CH2:40][C:41]1[CH:42]=[CH:43][CH:44]=[CH:45][CH:46]=1)[C:48]([N:50]1[CH2:54][CH2:53][CH2:52][C@H:51]1[CH2:55][N:56]([CH3:57])[CH3:58])=[O:49])[CH3:76])[CH2:62][C:63]1[CH:72]=[CH:71][C:70]2[C:65](=[CH:66][CH:67]=[CH:68][CH:69]=2)[CH:64]=1)[CH3:74])([CH3:14])([CH3:15])[CH3:16] |f:0.1|. Reported procedure: At 0° C., N-(3-dimethylaminopropyl)-N′-ethylcarbodiimide hydrochloride (132 mg, 0.69 mmol) was added to a solution of (2E)-5-(tert-butoxycarbonylamino)-5-methylhex-2-enoic acid (168 mg, 0.69 mmol) and 1-hydroxy-7-azabenzotriazole (94 mg, 0.69 mmol) in dichloromethane (5 ml). The reaction mixture was stirred for 20 min at 0° C. A solution of (2R)-N-[(1R)-1-benzyl-2-((2S)-2-((dimethylamino)methyl)pyrrolidin-1-yl)-2-oxoethyl]-N-methyl-2-(methylamino)-3-(2-naphthyl)propionamide (345 mg, 0.69 mmol) i... Starting materials: BrCCCC (1-bromobutane), C(=O)(C(F)(F)F)O (TFA), C(=O)(OC(C)(C)C)N1C[C@H](OCC1)CC1=CC(=C(C=C1)O)Br (N-BOC-(R)-2-(3-bromo-4-hydroxybenzyl)morpholine), C(=O)(OC(C)(C)C)N1C[C@H](OCC1)CC1=CC(=CC=C1)C=CC=1C=NC=CC1 (N-Boc-(R)-2-(3-(2-(3-pyridinyl)vinyl)-benzyl)morpholine). The product is BrC=1C=C(C[C@@H]2CNCCO2)C=CC1OCCCC ((R)-2-(3-Bromo-4-butoxy-benzyl)-morpholine), example 61. Isolated yield 63.0%. RXN SMILES: C([N:8]1[CH2:13][CH2:12][O:11][C@H:10]([CH2:14][C:15]2[CH:20]=[CH:19][C:18]([OH:21])=[C:17]([Br:22])[CH:16]=2)[CH2:9]1)(OC(C)(C)C)=O.C(N1CCO[C@H:32]([CH2:36][C:37]2C=CC=C(C=CC3C=NC=CC=3)C=2)[CH2:31]1)(OC(C)(C)C)=O.BrCCCC.C(O)(C(F)(F)F)=O>>[Br:22][C:17]1[CH:16]=[C:15]([CH:20]=[CH:19][C:18]=1[O:21][CH2:31][CH2:32][CH2:36][CH3:37])[CH2:14][C@H:10]1[O:11][CH2:12][CH2:13][NH:8][CH2:9]1. Reported procedure: Example 61 was prepared using the same procedure as described for example 4, starting from N-BOC-(R)-2-(3-bromo-4-hydroxybenzyl)morpholine, example 4, intermediate (a), and 1-bromobutane. The resulting intermediate was deprotected with TFA as described for example 4 to yield the desired morpholine example 61 as a colorless oil (28 mg, 63% over 2 steps) after purification by HPLC. The reactants are O=S(=O)(Cl)Cl, CC1(C)CCCC2=C1C(=O)N(CSc1ccccc1)S2(=O)=O. Product: CC1(C)CCCC2=C1C(=O)N(CCl)S2(=O)=O. Reaction SMILES: [S:23]([Cl:24])(=[O:25])([Cl:26])=[O:27].[c:1]1([S:2][CH2:8][N:9]2[S:10](=[O:21])(=[O:22])[C:11]3=[C:12]([C:13]2=[O:14])[C:15]([CH3:19])([CH3:20])[CH2:16][CH2:17][CH2:18]3)[cH:3][cH:4][cH:5][cH:6][cH:7]1>>[CH2:8]([N:9]1[S:10](=[O:21])(=[O:22])[C:11]2=[C:12]([C:13]1=[O:14])[C:15]([CH3:19])([CH3:20])[CH2:16][CH2:17][CH2:18]2)[Cl:26]. Starting materials: Cc1cccc(N2CCNCC2)c1C, CCN(C(C)C)C(C)C, Cc1ccc(-c2cc(CCC=O)nn2-c2ccccc2)cc1. RXN SMILES: [CH3:23][c:24]1[c:25]([N:31]2[CH2:32][CH2:33][NH:34][CH2:35][CH2:36]2)[cH:26][cH:27][cH:28][c:29]1[CH3:30].[CH:37]([N:38]([CH2:39][CH3:40])[CH:41]([CH3:42])[CH3:43])([CH3:44])[CH3:45].[c:1]1(-[n:7]2[n:8][c:9]([CH2:19][CH2:20][CH:21]=[O:22])[cH:10][c:11]2-[c:12]2[cH:13][cH:14][c:15]([CH3:18])[cH:16][cH:17]2)[cH:2][cH:3][cH:4][cH:5][cH:6]1>>[c:1]1(-[n:7]2[n:8][c:9]([CH2:19][CH2:20][CH2:21][N:34]3[CH2:33][CH2:32][N:31]([c:25]4[c:24]([CH3:23])[c:29]([CH3:30])[cH:28][cH:27][cH:26]4)[CH2:36][CH2:35]3)[cH:10][c:11]2-[c:12]2[cH:13][cH:14][c:15]([CH3:18])[cH:16][cH:17]2)[cH:2][cH:3][cH:4][cH:5][cH:6]1. The product is Cc1ccc(-c2cc(CCCN3CCN(c4cccc(C)c4C)CC3)nn2-c2ccccc2)cc1. The reactants are CC1(C(C1C=C(Cl)Cl)(C(=O)OCC)C(=O)OCC)C (diethyl 2,2-dimethyl-3-(2',2'-dichlorovinyl)-cyclopropane-1,1-dicarboxylate), N12CCCN=C2CCC1 (1,5-diaza-bicyclo[4.3.0]non-5-ene). The solvent is CC=1C=CC=CC1C (o-xylene). The product is C(C)OC(=O)C1C(C1C=C(Cl)Cl)(C)C (2,2-dimethyl-3-(2',2'-dichlorovinyl)-cyclopropane-1-carboxylic acid ethyl ester). The yield is 47.1%. RXN SMILES: [CH3:1][C:2]1([CH3:19])[CH:4]([CH:5]=[C:6]([Cl:8])[Cl:7])[C:3]1(C(OCC)=O)[C:9]([O:11][CH2:12][CH3:13])=[O:10].N12CCCC1=NCCC2>CC1C=CC=CC=1C>[CH2:12]([O:11][C:9]([CH:3]1[CH:4]([CH:5]=[C:6]([Cl:7])[Cl:8])[C:2]1([CH3:1])[CH3:19])=[O:10])[CH3:13]. Procedure details: 13 g of diethyl 2,2-dimethyl-3-(2',2'-dichlorovinyl)-cyclopropane-1,1-dicarboxylate were dissolved in 50 g of o-xylene and 20 g of 1,5-diaza-bicyclo[4.3.0]non-5-ene were added. The mixture was then heated to the boil for 8 hours. After cooling, ice-cold dilute hydrochloric acid was added, so that a neutral or weakly acid pH value resulted. The organic phase was separated off and dried with Na2SO4 and the xylene was distilled off in vacuo (boiling point = 35° - 40° C./12 mm Hg). The residue weigh... The solvent is CO.C(C)(=O)OCC (methanol ethyl acetate). Product: COC(CCC1=C(C=C(C=C1)OCCCC(=O)OC)OCCCCCO)=O (2-[(5-Hydroxypentyl)oxy]-4-(4-methoxy-4-oxobutoxy)benzenepropanoic acid methyl ester). The reagents and catalysts are [Pd] (palladium on carbon). Reported procedure: A 2.0 g (5.26 mmol) sample of (E)-4-[3-[(5-hydroxypentyl)oxy]-4-(3-methoxy-3-oxo-1-propenyl)phenoxy]butanoic acid methyl ester was hydrogenated in 100 mL of 1:1 methanol-ethyl acetate, over 0.1 g of 10% palladium on carbon, at room temperature and 1 atmosphere. 2-[(5-Hydroxypentyl)oxy]-4-(4-methoxy-4-oxobutoxy)benzenepropanoic acid methyl ester, an oil, was isolated by filtration of the catalyst and concentration of the filtrate, in quantitative yield. Reactants: COC(CCCOC1=CC(=C(C=C1)\C=C\C(=O)OC)OCCCCCO)=O ((E)-4-[3-[(5-hydroxypentyl)oxy]-4-(3-methoxy-3-oxo-1-propenyl)phenoxy]butanoic acid methyl ester). RXN SMILES: [CH3:1][O:2][C:3](=[O:27])[CH2:4][CH2:5][CH2:6][O:7][C:8]1[CH:13]=[CH:12][C:11](/[CH:14]=[CH:15]/[C:16]([O:18][CH3:19])=[O:17])=[C:10]([O:20][CH2:21][CH2:22][CH2:23][CH2:24][CH2:25][OH:26])[CH:9]=1>CO.C(OCC)(=O)C.[Pd]>[CH3:19][O:18][C:16](=[O:17])[CH2:15][CH2:14][C:11]1[CH:12]=[CH:13][C:8]([O:7][CH2:6][CH2:5][CH2:4][C:3]([O:2][CH3:1])=[O:27])=[CH:9][C:10]=1[O:20][CH2:21][CH2:22][CH2:23][CH2:24][CH2:25][OH:26] |f:1.2|. The reactants are OC(CCNC)C1=CC=CC=C1 (3-hydroxy-N-methyl-3-phenylpropylamine), [H-].[Na+] (sodium hydride), ClC1=NC2=CC=CC=C2C=C1 (2-chloroquinoline). Solvent: CS(=O)C (DMSO). The product is CNCCC(OC1=NC2=CC=CC=C2C=C1)C1=CC=CC=C1 (N-Methyl-3-phenyl-3-(2-quinolyloxy)propylamine). Reaction SMILES: [OH:1][CH:2]([C:7]1[CH:12]=[CH:11][CH:10]=[CH:9][CH:8]=1)[CH2:3][CH2:4][NH:5][CH3:6].[H-].[Na+].Cl[C:16]1[CH:25]=[CH:24][C:23]2[C:18](=[CH:19][CH:20]=[CH:21][CH:22]=2)[N:17]=1>CS(C)=O>[CH3:6][NH:5][CH2:4][CH2:3][CH:2]([C:7]1[CH:12]=[CH:11][CH:10]=[CH:9][CH:8]=1)[O:1][C:16]1[CH:25]=[CH:24][C:23]2[C:18](=[CH:19][CH:20]=[CH:21][CH:22]=2)[N:17]=1 |f:1.2|. Procedure details: Following the method of Example 4, reaction of 3-hydroxy-N-methyl-3-phenylpropylamine, sodium hydride and 2-chloroquinoline in DMSO gives the title compound. Reactants: O[C@@H]1C[C@H](OCC2=CC=CC=C2)C1, O=S(C1=CC=C(C(F)(F)F)C=C1)(F)=O (4-(trifluoromethyl) benzene-sulfonyl fluoride). Reagents/catalysts: N\2=C1\N(CCCCC1)CCC/2 (DBU). Solvent: C1CCCO1 (THF), C1CCCO1 (THF). Reaction conditions: time 48 hour. Product: F[C@@H]1C[C@H](OCC2=CC=CC=C2)C1. The yield is 3.0%. Product: C(C)OC1=C(C=C(C=C1)F)C=1C2=C(N=CN1)C(=C(N2)C)C(=O)OCC (Ethyl 4-(2-ethoxy-5-fluorophenyl)-6-methyl-5H-pyrrolo[3,2-d]pyrimidine-7-carboxylate). Starting materials: ClC=1C2=C(N=CN1)C(=C(N2)C)C(=O)OCC (ethyl 4-chloro-6-methyl-5H-pyrrolo[3,2-d]pyrimidine-7-carboxylate), C(C)OC1=C(C=C(C=C1)F)B(O)O (2-ethoxy-5-fluoro-phenyl-boronic acid). As a reaction SMILES: Cl[C:2]1[C:3]2[NH:10][C:9]([CH3:11])=[C:8]([C:12]([O:14][CH2:15][CH3:16])=[O:13])[C:4]=2[N:5]=[CH:6][N:7]=1.[CH2:17]([O:19][C:20]1[CH:25]=[CH:24][C:23]([F:26])=[CH:22][C:21]=1B(O)O)[CH3:18]>>[CH2:17]([O:19][C:20]1[CH:25]=[CH:24][C:23]([F:26])=[CH:22][C:21]=1[C:2]1[C:3]2[NH:10][C:9]([CH3:11])=[C:8]([C:12]([O:14][CH2:15][CH3:16])=[O:13])[C:4]=2[N:5]=[CH:6][N:7]=1)[CH3:18]. Reported procedure: Starting from ethyl 4-chloro-6-methyl-5H-pyrrolo[3,2-d]pyrimidine-7-carboxylate (example A4) and commercially available 2-ethoxy-5-fluoro-phenyl-boronic acid the title compound is obtained as pale yellow solid.